This data is from the Open Reaction Database (ORD), a public repository of structured organic reaction records. The task is: describe an organic reaction: reactants, conditions, products, and yield As a reaction SMILES: [C:1]([S:4][CH2:5][CH:6]([CH:10]([C:12]1[CH:17]=[CH:16][C:15]([OH:18])=[CH:14][CH:13]=1)[CH3:11])[C:7]([OH:9])=O)(=[O:3])[CH3:2].[CH2:19]([O:26][C:27](=[O:31])[C@H:28]([CH3:30])[NH2:29])[C:20]1[CH:25]=[CH:24][CH:23]=[CH:22][CH:21]=1>>[CH2:19]([O:26][C:27](=[O:31])[C@H:28]([CH3:30])[NH:29][C:7](=[O:9])[CH:6]([CH2:5][S:4][C:1](=[O:3])[CH3:2])[CH:10]([C:12]1[CH:17]=[CH:16][C:15]([OH:18])=[CH:14][CH:13]=1)[CH3:11])[C:20]1[CH:25]=[CH:24][CH:23]=[CH:22][CH:21]=1. Product: C(C1=CC=CC=C1)OC([C@@H](NC(C(C(C)C1=CC=C(C=C1)O)CSC(C)=O)=O)C)=O (N-[2-acetylthiomethyl-3-(4-hydroxyphenyl)-1-oxobutyl]alanine benzyl ester). Yield: 69.0%. Procedure: Using the procedure described in Example 60, but starting with 2-acetylthiomethyl-3-(4-hydroxyphenyl)butanoic acid and alanine benzyl ester, N-[2-acetylthiomethyl-3-(4-hydroxyphenyl)-1-oxobutyl]alanine benzyl ester is obtained in a 69% yield, the characteristics of which are as follows: Rf= 0.22 [hexane/ethyl acetate (65:35 by volume)]. The reactants are C(C)(=O)SCC(C(=O)O)C(C)C1=CC=C(C=C1)O (2-acetylthiomethyl-3-(4-hydroxyphenyl)butanoic acid), C(C1=CC=CC=C1)OC([C@@H](N)C)=O (alanine benzyl ester).